This data is from the Open Reaction Database (ORD), a public repository of structured organic reaction records. The task is: describe an organic reaction: reactants, conditions, products, and yield Starting materials: N[C@@H](C)C1=NC2=CC=CC(=C2C(N1C1=CC(=CC=C1)OCC(F)(F)F)=O)F ((S)-2-(1-aminoethyl)-5-fluoro-3-(3-(2,2,2-trifluoroethoxy)phenyl)quinazolin-4(3H)-one), ClC=1C2=C(N=CN1)NC=C2 (4-chloro-7H-pyrrolo[2,3-d]pyrimidine), C(C)(C)N(CC)C(C)C (diisopropylethylamine). Run in CC(C)(C)O (t-BuOH). Reaction conditions: temperature 120 celsius, time 16 hour. Product: N1=CN=C(C2=C1NC=C2)N[C@@H](C)C2=NC1=CC=CC(=C1C(N2C2=CC(=CC=C2)OCC(F)(F)F)=O)F ((S)-2-(1-((7H-pyrrolo[2,3-d]pyrimidin-4-yl)amino)ethyl)-5-fluoro-3-(3-(2,2,2-trifluoroethoxy)phenyl)quinazolin-4(3H)-one). The yield is 27.8%. As a reaction SMILES: [NH2:1][C@H:2]([C:4]1[N:13]([C:14]2[CH:19]=[CH:18][CH:17]=[C:16]([O:20][CH2:21][C:22]([F:25])([F:24])[F:23])[CH:15]=2)[C:12](=[O:26])[C:11]2[C:6](=[CH:7][CH:8]=[CH:9][C:10]=2[F:27])[N:5]=1)[CH3:3].Cl[C:29]1[C:30]2[CH:37]=[CH:36][NH:35][C:31]=2[N:32]=[CH:33][N:34]=1.C(N(C(C)C)CC)(C)C>CC(O)(C)C>[N:32]1[C:31]2[NH:35][CH:36]=[CH:37][C:30]=2[C:29]([NH:1][C@H:2]([C:4]2[N:13]([C:14]3[CH:19]=[CH:18][CH:17]=[C:16]([O:20][CH2:21][C:22]([F:23])([F:25])[F:24])[CH:15]=3)[C:12](=[O:26])[C:11]3[C:6](=[CH:7][CH:8]=[CH:9][C:10]=3[F:27])[N:5]=2)[CH3:3])=[N:34][CH:33]=1. Procedure: Under nitrogen, to (S)-2-(1-aminoethyl)-5-fluoro-3-(3-(2,2,2-trifluoroethoxy)phenyl)quinazolin-4(3H)-one (50 mg, 0.13 mmol, 1.0 equiv) in t-BuOH (0.13 mL) at 23° C. was added 4-chloro-7H-pyrrolo[2,3-d]pyrimidine (24 mg, 0.16 mmol, 1.2 equiv) and diisopropylethylamine (46 μL, 0.26 mmol, 2.0 equiv). After stirring for 16 hr at 120° C. in a sealed tube, the reaction mixture was concentrated in vacuo and the residue was purified by preparative TLC eluting with CH2Cl2/MeOH to afford 18 mg of the titl... Procedure details: To a mechanically stirred slurry of (2-methoxyphenyl)acetonitrile (10.0 g, 68 mmol), 4-picolyl chloride hydrochloride (25.0 g, 152 mmol), and 1.2 g benzyltriethylammonium chloride in toluene (200 ml) at room temperature was added 50% NaOH (50 ml) over a period of 15 min. After addition was complete, the reaction mixture was slowly heated to 50° and maintained at that temperature for approx. 3 h. Completion of the reaction was determined by TLC. While still stirring the reaction mixture at 50°, 7... Starting materials: O (water), COC1=C(C=CC=C1)CC#N ((2-methoxyphenyl)acetonitrile), Cl.N1=CC=C(C=C1)CCl (4-picolyl chloride hydrochloride), [OH-].[Na+] (NaOH). Reaction conditions: time 15 minute. RXN SMILES: [CH3:1][O:2][C:3]1[CH:8]=[CH:7][CH:6]=[CH:5][C:4]=1[CH2:9][C:10]#[N:11].Cl.[N:13]1[CH:18]=[CH:17][C:16]([CH2:19]Cl)=[CH:15][CH:14]=1.[OH-].[Na+].O>[Cl-].C([N+](CC)(CC)CC)C1C=CC=CC=1.C1(C)C=CC=CC=1>[N:13]1[CH:18]=[CH:17][C:16]([CH2:19][C:9]([CH2:19][C:16]2[CH:17]=[CH:18][N:13]=[CH:14][CH:15]=2)([C:4]2[CH:5]=[CH:6][CH:7]=[CH:8][C:3]=2[O:2][CH3:1])[C:10]#[N:11])=[CH:15][CH:14]=1 |f:1.2,3.4,6.7|. Yields the product N1=CC=C(C=C1)CC(C#N)(C1=C(C=CC=C1)OC)CC1=CC=NC=C1 (α,α-Bis(4-pyridinylmethyl)2-methoxybenzeneacetonitrile). The solvent is C1(=CC=CC=C1)C (toluene). The yield is 73.0%. Reagents/catalysts: [Cl-].C(C1=CC=CC=C1)[N+](CC)(CC)CC (benzyltriethylammonium chloride).